Task: describe an organic reaction: reactants, conditions, products, and yield. Dataset: the Open Reaction Database (ORD), a public repository of structured organic reaction records Reactants: O (H2O), C1(=CC=C(C=C1)S(=O)(=O)Cl)C (p-toluenesulfonyl chloride), NCCNCCCNCCN (1,4,8,11-tetraazaundecane). Run in C(Cl)Cl (CH2Cl2), N1=CC=CC=C1 (pyridine), N1=CC=CC=C1 (pyridine). Run at time 8 hour. Yields the product C1(=CC=C(C=C1)S(=O)(=O)NCCN(CCCN(CCNS(=O)(=O)C1=CC=C(C=C1)C)S(=O)(=O)C1=CC=C(C=C1)C)S(=O)(=O)C1=CC=C(C=C1)C)C (1,4,8,11-Tetra(p-toluenesulfonyl)-1,4,8,11-tetraazaundecane). Isolated yield 78.0%. Reaction SMILES: [C:1]1([CH3:11])[CH:6]=[CH:5][C:4]([S:7](Cl)(=[O:9])=[O:8])=[CH:3][CH:2]=1.[NH2:12][CH2:13][CH2:14][NH:15][CH2:16][CH2:17][CH2:18][NH:19][CH2:20][CH2:21][NH2:22].[OH2:23]>N1C=CC=CC=1.C(Cl)Cl>[C:1]1([CH3:11])[CH:6]=[CH:5][C:4]([S:7]([NH:22][CH2:21][CH2:20][N:19]([S:7]([C:4]2[CH:5]=[CH:6][C:1]([CH3:11])=[CH:2][CH:3]=2)(=[O:9])=[O:8])[CH2:18][CH2:17][CH2:16][N:15]([S:7]([C:4]2[CH:5]=[CH:6][C:1]([CH3:11])=[CH:2][CH:3]=2)(=[O:9])=[O:8])[CH2:14][CH2:13][NH:12][S:7]([C:4]2[CH:5]=[CH:6][C:1]([CH3:11])=[CH:2][CH:3]=2)(=[O:8])=[O:23])(=[O:9])=[O:8])=[CH:3][CH:2]=1. Procedure details: To a stirred solution of p-toluenesulfonyl chloride (262 g, 1.37 mole) in anhydrous pyridine (600 ml) at 5° C. was added a solution of 1,4,8,11-tetraazaundecane (49.1 g, 0.306 mole) in anhydrous pyridine (200 ml) under a dry argon atmosphere, maintaining the temperature <20° C. The addition required 1 h. The mixture was stirred overnight at room temperature. H2O (1.5 l) was slowly added to the cooled (ice bath) mixture. The resulting oil was dissolved in CH2Cl2, separated from the aqueous layer....